describe an organic reaction: reactants, conditions, products, and yield From a dataset of the Open Reaction Database (ORD), a public repository of structured organic reaction records. Starting materials: C(#N)C(C(=O)OCC)(C)C1=C(C(=CC=C1)SC1=C(C=CC=C1)Cl)OC (ethyl 2-cyano-2-[2-methoxy-3-(2-chlorophenylthio)phenyl]propionate), [OH-].[K+] (potassium hydroxide). Solvent: C(C)O (ethanol), O (water). Yields the product COC1=C(C=CC=C1SC1=C(C=CC=C1)Cl)C(C(=O)O)C (2-[2-methoxy-3-(2-chlorophenylthio)phenyl]propionic acid). The yield is 67.0%. As a reaction SMILES: [C:1]([C:3]([C:10]1[CH:15]=[CH:14][CH:13]=[C:12]([S:16][C:17]2[CH:22]=[CH:21][CH:20]=[CH:19][C:18]=2[Cl:23])[C:11]=1[O:24][CH3:25])(C)[C:4]([O:6]CC)=[O:5])#N.[OH-].[K+]>C(O)C.O>[CH3:25][O:24][C:11]1[C:12]([S:16][C:17]2[CH:22]=[CH:21][CH:20]=[CH:19][C:18]=2[Cl:23])=[CH:13][CH:14]=[CH:15][C:10]=1[CH:3]([CH3:1])[C:4]([OH:6])=[O:5] |f:1.2|. Reported procedure: A mixture of ethyl 2-cyano-2-[2-methoxy-3-(2-chlorophenylthio)phenyl]propionate (3.3 g) and potassium hydroxide (1.5 g) in ethanol (60 ml) and water (30 ml) was refluxed under heating for 48 hours. After cooling, ethanol was distilled off from the reaction mixture. To the residue was added water, and the aqueous solution was washed with diethyl ether, acidified with conc. hydrochloric acid and extracted with diethyl ether. The extract was washed with water, dried and then evaporated under reduce... Reaction SMILES: [CH2:1]=[C:2]([C:11](OS(F)(=O)=O)([F:13])[F:12])[C:3]([O:6][S:7]([F:10])(=[O:9])=[O:8])([F:5])[F:4].[F:19][S:20]([C:23]([C:26]([O:29][K])([F:28])[F:27])([F:25])[F:24])(=[O:22])=[O:21].[F-:31].[K+].[F:33][S:34]([C:37]([C:40]([F:42])=[O:41])([F:39])[F:38])(=[O:36])=[O:35]>COCCOCCOC.O>[CH2:1]=[C:2]([C:3]([O:6][S:7]([F:10])(=[O:9])=[O:8])([F:5])[F:4])[C:11]([F:13])([F:19])[F:12].[CH2:1]=[C:2]([C:11]([O:41][C:40]([C:37]([S:34]([F:33])(=[O:36])=[O:35])([F:39])[F:38])([F:31])[F:42])([F:13])[F:12])[C:3]([O:29][C:26]([C:23]([S:20]([F:19])(=[O:22])=[O:21])([F:25])[F:24])([F:28])[F:27])([F:5])[F:4] |f:2.3|. The reactants are [F-].[K+] (KF), FS(=O)(=O)C(F)(F)C(=O)F (FSO2CF2COF), C=C(C(F)(F)OS(=O)(=O)F)C(F)(F)OS(=O)(=O)F (CH2═C(CF2OSO2F)2), FS(=O)(=O)C(F)(F)C(F)(F)O[K] (FSO2CF2CF2OK). Solvent: COCCOCCOC (diglyme), O (water). The yield is 58.0%. Product: C=C(C(F)(F)F)C(F)(F)OS(=O)(=O)F (CH2═C(CF3)CF2OSO2F), C=C(C(F)(F)OC(F)(F)C(F)(F)S(=O)(=O)F)C(F)(F)OC(F)(F)C(F)(F)S(=O)(=O)F (CH2═C(CF2OCF2CF2SO2F)2). Procedure: CH2═C(CF2OSO2F)2 is added gradually to FSO2CF2CF2OK, which is prepared from freshly dried KF (3.9 g, 0.067 mole) and FSO2CF2COF (12 g, 0.067 mole) in dry diglyme (30 ml). The resulting mixture is stirred 3 hours at 20° C. The reaction mixture is poured into water. The organic layer is washed with aqueous sodium bicarbonate, then water, and then dried over MgSO4. Distillation gives CH2═C(CF3)CF2OSO2F (0.5 g) and CH2═C(CF2OCF2CF2SO2F)2 (9 g, 58% yield, b.pt. 95-96° C. at 15 mm Hg). Reaction conditions: temperature 20 celsius, time 3 hour. The reactants are O1CCC(CC1)OC=1C=C(C(=O)O)C=CC1 (3-(tetrahydro-pyran-4-yloxy)-benzoic acid), OC12CC3C(C(CC(C1)C3)C2)NC (1-hydroxy-4-methylaminoadamantane). Yields the product OC12CC3C(C(CC(C1)C3)C2)N(C(C2=CC(=CC=C2)OC2CCOCC2)=O)C (N-(5-Hydroxy-adamantan-2-yl)-N-methyl-3-(tetrahydro-pyran-4-yloxy)-benzamide). RXN SMILES: [O:1]1[CH2:6][CH2:5][CH:4]([O:7][C:8]2[CH:9]=[C:10]([CH:14]=[CH:15][CH:16]=2)[C:11]([OH:13])=O)[CH2:3][CH2:2]1.[OH:17][C:18]12[CH2:27][CH:22]3[CH2:23][CH:24]([CH2:26][CH:20]([CH:21]3[NH:28][CH3:29])[CH2:19]1)[CH2:25]2>>[OH:17][C:18]12[CH2:27][CH:22]3[CH2:23][CH:24]([CH2:26][CH:20]([CH:21]3[N:28]([CH3:29])[C:11](=[O:13])[C:10]3[CH:14]=[CH:15][CH:16]=[C:8]([O:7][CH:4]4[CH2:3][CH2:2][O:1][CH2:6][CH2:5]4)[CH:9]=3)[CH2:19]1)[CH2:25]2. Procedure details: Prepared from 3-(tetrahydro-pyran-4-yloxy)-benzoic acid and 1-hydroxy-4-methylaminoadamantane. LC-MS (m/z): 387 (M+2). The reactants are CC(C)(C)P(C(C)(C)C)C(C)(C)C, Cc1ccc(B2OC(C)(C)C(C)(C)O2)c(C)n1, CC1CCCN1C1CC(c2nc3cc(Cl)ccc3s2)C1, [F-], [K+], C1COCCO1, O=C(C=Cc1ccccc1)C=Cc1ccccc1, O=C(C=Cc1ccccc1)C=Cc1ccccc1, O=C(C=Cc1ccccc1)C=Cc1ccccc1, [Pd], [Pd]. Yields the product Cc1ccc(-c2ccc3sc(C4CC(N5CCCC5C)C4)nc3c2)c(C)n1. RXN SMILES: [C:40]([P:41]([C:42]([CH3:43])([CH3:44])[CH3:45])[C:46]([CH3:47])([CH3:48])[CH3:49])([CH3:50])([CH3:51])[CH3:52].[CH3:23][c:24]1[n:25][c:26]([CH3:39])[cH:27][cH:28][c:29]1[B:30]1[O:31][C:32]([CH3:33])([CH3:34])[C:35]([CH3:36])([CH3:37])[O:38]1.[Cl:1][c:2]1[cH:3][cH:4][c:5]2[c:6]([n:7][c:8]([CH:10]3[CH2:11][CH:12]([N:14]4[CH:15]([CH3:19])[CH2:16][CH2:17][CH2:18]4)[CH2:13]3)[s:9]2)[cH:20]1.[F-:21].[K+:22].[O:109]1[CH2:110][CH2:111][O:112][CH2:113][CH2:114]1.[O:55]=[C:56]([CH:57]=[CH:58][c:59]1[cH:60][cH:61][cH:62][cH:63][cH:64]1)[CH:65]=[CH:66][c:67]1[cH:68][cH:69][cH:70][cH:71][cH:72]1.[O:73]=[C:74]([CH:75]=[CH:76][c:77]1[cH:78][cH:79][cH:80][cH:81][cH:82]1)[CH:83]=[CH:84][c:85]1[cH:86][cH:87][cH:88][cH:89][cH:90]1.[O:91]=[C:92]([CH:93]=[CH:94][c:95]1[cH:96][cH:97][cH:98][cH:99][cH:100]1)[CH:101]=[CH:102][c:103]1[cH:104][cH:105][cH:106][cH:107][cH:108]1.[Pd:53].[Pd:54]>>[c:2]1(-[c:29]2[c:24]([CH3:23])[n:25][c:26]([CH3:39])[cH:27][cH:28]2)[cH:3][cH:4][c:5]2[c:6]([n:7][c:8]([CH:10]3[CH2:11][CH:12]([N:14]4[CH:15]([CH3:19])[CH2:16][CH2:17][CH2:18]4)[CH2:13]3)[s:9]2)[cH:20]1. The reactants are N1[C@H](C(=O)O)CCC1 (L-proline), [H-].[Na+] (sodium hydride), COC([C@H]1N(C[C@@H](C1)O)C(=O)OC(C)(C)C)=O (trans-N-Boc-4-hydroxy-L-proline methyl ester), BrC1=CC=C(CBr)C=C1 (4-bromobenzyl bromide). Solvent: O (water), C1CCOC1 (THF), C1CCOC1 (THF), C1CCOC1 (THF). Run at time 45 minute. Product: C(=O)(OC(C)(C)C)N1[C@H](C(=O)O)C[C@H](C1)OCC1=CC=C(C=C1)Br (trans-N-Boc-4-(4-bromo-benzyloxy)-L-proline). The yield is 30.6%. As a reaction SMILES: N1CCC[C@H]1C(O)=O.[H-].[Na+].C[O:12][C:13](=[O:27])[C@@H:14]1[CH2:18][C@@H:17]([OH:19])[CH2:16][N:15]1[C:20]([O:22][C:23]([CH3:26])([CH3:25])[CH3:24])=[O:21].[Br:28][C:29]1[CH:36]=[CH:35][C:32]([CH2:33]Br)=[CH:31][CH:30]=1>C1COCC1.O>[C:20]([N:15]1[CH2:16][C@H:17]([O:19][CH2:33][C:32]2[CH:35]=[CH:36][C:29]([Br:28])=[CH:30][CH:31]=2)[CH2:18][C@H:14]1[C:13]([OH:12])=[O:27])([O:22][C:23]([CH3:26])([CH3:25])[CH3:24])=[O:21] |f:1.2|. Procedure: The compound of formula (P5), wherein R′ is 4-Bromo and the bonds linking the benzyloxy and methyl ester groups (depicted in P5 as wavy bonds) define the trans, L-proline configuration (2S,4R) was prepared as follows. To a suspension of sodium hydride (60% in oil) (0.12 g) (1.5 eq.) in 5 mL of dry THF was added trans-N-Boc-4-hydroxy-L-proline methyl ester (0.5 g) in 5 mL of dry THF. The reaction mixture was stirred for 45 minutes and a solution of 4-bromobenzyl bromide (0.75 g) (1.5 eq.) in 5 mL... Isolated yield 42.0%. Reactants: FC=1C=C(C=CC1OC1=C2C(=NC=C1)C=C(S2)C=2N(C=CN2)C)NC(CC(=O)NC2=C(C=CC=C2)OF)=O (N1-(3-Fluoro-4-(2-(1-methyl-1H-imidazol-2-yl)thieno[3,2-b]pyridin-7-yloxy)phenyl)-N3-(2-fluoroxyphenyl)malonamide), FC=1C=C(C=CC1OC1=C2C(=NC=C1)C=C(S2)C=2N(C=CN2)C)N (3-Fluoro-4-(2-(1-methyl-1H-imidazol-2-yl)thieno[3,2-b]pyridin-7-yloxy)benzenamine), C(C)N1C=NC(=C1)C1=CC2=NC=CC(=C2S1)OC1=C(C=C(C=C1)N)F (4-(2-(1-Ethyl-1H-imidazol-4-yl)thieno[3,2-b]pyridin-7-yloxy)-3-fluorobenzenamine). Yields the product C(C)N1C=NC(=C1)C1=CC2=NC=CC(=C2S1)OC1=C(C=C(C=C1)NC(CC(=O)NC1=C(C=CC=C1)F)=O)F (N1-(4-(2-(1-Ethyl-1H-imidazol-4-yl)thieno[3,2-b]pyridin-7-yloxy)-3-fluorophenyl)-N3-(2-fluorophenyl)malonamide). Reported procedure: Following the procedure described above for the compound 30a (example 12, step 2) but substituting amine 9 for the amine 15, title compound 30b was obtained in 42% yield. 1H NMR (DMSO-d6) δ (ppm): 10.55 (s, 1H), 10.05 (s, 1H), 8.41 (d, 1H), 7.97 (m, 1H), 7.95 (s, 1H), 7.85 (dd, 1H), 7.77 (d, 1H), 7.65 (s, 1H), 7.45 (dd, 1H), 7.41 (dd, 1H), 7.26 (m, 1H), 7.16 (m, 1H), 6.57 (d, 1H), 4.03 (q, 2H), 3.60 (s, 2H), 1.38 (t, 3H). MS (m/z): 534.0 (M+H). Reaction SMILES: [F:1][C:2]1[CH:3]=[C:4]([NH:24][C:25](=[O:38])[CH2:26][C:27]([NH:29][C:30]2[CH:35]=[CH:34][CH:33]=[CH:32][C:31]=2OF)=[O:28])[CH:5]=[CH:6][C:7]=1[O:8][C:9]1[CH:14]=[CH:13][N:12]=[C:11]2[CH:15]=[C:16](C3N(C)C=CN=3)[S:17][C:10]=12.[F:39]C1C=C(N)C=CC=1OC1C=CN=C2C=C(C3N(C)C=CN=3)SC=12.[CH2:63]([N:65]1[CH:69]=[C:68](C2SC3C(=NC=CC=3OC3C=CC(N)=CC=3F)C=2)[N:67]=[CH:66]1)[CH3:64]>>[CH2:63]([N:65]1[CH:69]=[C:68]([C:16]2[S:17][C:10]3[C:11](=[N:12][CH:13]=[CH:14][C:9]=3[O:8][C:7]3[CH:6]=[CH:5][C:4]([NH:24][C:25](=[O:38])[CH2:26][C:27]([NH:29][C:30]4[CH:35]=[CH:34][CH:33]=[CH:32][C:31]=4[F:39])=[O:28])=[CH:3][C:2]=3[F:1])[CH:15]=2)[N:67]=[CH:66]1)[CH3:64]. The reactants are ClC1=C(C(=CC=C1)Cl)S (2,6-dichlorobenzenethiol), OCC1=NOC(=C1C(=O)OC)C(C)C (methyl 3-(hydroxymethyl)-5-(1-methylethyl)-4-isoxazolecarboxylate), C1(=CC=CC=C1)P(C1=CC=CC=C1)C1=CC=CC=C1 (triphenylphosphine), N(=NC(=O)OC(C)(C)C)C(=O)OC(C)(C)C (di-tert-butyl azodicarboxylate). Solvent: ClCCl (dichloromethane). Reaction conditions: time 8 hour. Product: ClC1=C(C(=CC=C1)Cl)SCC1=NOC(=C1C(=O)OC)C(C)C (methyl 3-{[(2,6-dichlorophenyl)thio]methyl}-5-(1-methylethyl) -4-isoxazolecarboxylate). The yield is 100.0%. RXN SMILES: [Cl:1][C:2]1[CH:7]=[CH:6][CH:5]=[C:4]([Cl:8])[C:3]=1[SH:9].O[CH2:11][C:12]1[C:16]([C:17]([O:19][CH3:20])=[O:18])=[C:15]([CH:21]([CH3:23])[CH3:22])[O:14][N:13]=1.C1(P(C2C=CC=CC=2)C2C=CC=CC=2)C=CC=CC=1.N(C(OC(C)(C)C)=O)=NC(OC(C)(C)C)=O>ClCCl>[Cl:1][C:2]1[CH:7]=[CH:6][CH:5]=[C:4]([Cl:8])[C:3]=1[S:9][CH2:11][C:12]1[C:16]([C:17]([O:19][CH3:20])=[O:18])=[C:15]([CH:21]([CH3:23])[CH3:22])[O:14][N:13]=1. Reported procedure: To a solution of 2,6-dichlorobenzenethiol (530 mg, 2.96 mmol), methyl 3-(hydroxymethyl)-5-(1-methylethyl)-4-isoxazolecarboxylate (629 mg, 2.46 mmol) and triphenylphosphine (1.29 g, 4.93 mmol) in dichloromethane (20 mL) was added di-tert-butyl azodicarboxylate (1.14 g, 4.93 mmol). The solution was stirred at ambient temperature overnight. The solution was then adsorbed onto silica gel and purified by chromatography (silica gel, 0-100% ethyl acetate in hexanes gradient elution) to afford methyl 3-...